The task is: describe an organic reaction: reactants, conditions, products, and yield. This data is from the Open Reaction Database (ORD), a public repository of structured organic reaction records. Isolated yield 64.1%. Reagents/catalysts: C(C)(=O)[O-].[Pd+2].C(C)(=O)[O-] (palladium(II) acetate). Reactants: [Si](C1=CC=CC=C1)(C1=CC=CC=C1)(C(C)(C)C)OCC(C)(C)C=1SC(=CN1)C=1C=C(N)C=CC1 (3-[2-(1-{[tert-butyl(diphenyl)silyl]oxy}-2-methylpropan-2-yl)-1,3-thiazol-5-yl]aniline), C([O-])([O-])=O.[Cs+].[Cs+] (cesium carbonate), CC1(C2=C(C(=CC=C2)P(C3=CC=CC=C3)C4=CC=CC=C4)OC5=C(C=CC=C51)P(C6=CC=CC=C6)C7=CC=CC=C7)C (XantPhos), ClC1=NC=CC(=N1)C(F)(F)F (2-chloro-4-(trifluoromethyl)pyrimidine). Conditions: temperature 100 celsius, time 8 hour. Procedure details: To a suspension of the product of Step 3 (393 mg, 0.807 mmol), cesium carbonate (526 mg; 1.62 mmol), XantPhos (70.1 mg, 0.121 mmol) and palladium(II) acetate (18 mg; 0.081 mmol) in dioxane (5 mL) was added the 2-chloro-4-(trifluoromethyl)pyrimidine (102 μL; 0.848 mmol). The reaction was stirred at 100° C. overnight. After dilution with ethyl acetate (100 mL), the mixture was filtered through celite and concentrated in vacuo. Purification by chromatography on silica gel (100:0 to 50:50, hexanes:e... Run in O1CCOCC1 (dioxane). Reaction SMILES: [Si:1]([O:18][CH2:19][C:20]([C:23]1[S:24][C:25]([C:28]2[CH:29]=[C:30]([CH:32]=[CH:33][CH:34]=2)[NH2:31])=[CH:26][N:27]=1)([CH3:22])[CH3:21])([C:14]([CH3:17])([CH3:16])[CH3:15])([C:8]1[CH:13]=[CH:12][CH:11]=[CH:10][CH:9]=1)[C:2]1[CH:7]=[CH:6][CH:5]=[CH:4][CH:3]=1.C(=O)([O-])[O-].[Cs+].[Cs+].CC1(C)C2C(=C(P(C3C=CC=CC=3)C3C=CC=CC=3)C=CC=2)OC2C(P(C3C=CC=CC=3)C3C=CC=CC=3)=CC=CC1=2.Cl[C:84]1[N:89]=[C:88]([C:90]([F:93])([F:92])[F:91])[CH:87]=[CH:86][N:85]=1>O1CCOCC1.C([O-])(=O)C.[Pd+2].C([O-])(=O)C>[Si:1]([O:18][CH2:19][C:20]([C:23]1[S:24][C:25]([C:28]2[CH:29]=[C:30]([NH:31][C:84]3[N:89]=[C:88]([C:90]([F:93])([F:92])[F:91])[CH:87]=[CH:86][N:85]=3)[CH:32]=[CH:33][CH:34]=2)=[CH:26][N:27]=1)([CH3:22])[CH3:21])([C:14]([CH3:15])([CH3:16])[CH3:17])([C:2]1[CH:7]=[CH:6][CH:5]=[CH:4][CH:3]=1)[C:8]1[CH:13]=[CH:12][CH:11]=[CH:10][CH:9]=1 |f:1.2.3,7.8.9|. Yields the product [Si](C1=CC=CC=C1)(C1=CC=CC=C1)(C(C)(C)C)OCC(C)(C)C=1SC(=CN1)C=1C=C(C=CC1)NC1=NC=CC(=N1)C(F)(F)F (N-{3-[2-(1-{[tert-butyl(diphenyl)silyl]oxy}-2-methylpropan-2-yl)-1,3-thiazol-5-yl]phenyl}-4-(trifluoromethyl)pyrimidin-2-amine). Reactants: O=C1C=2C=CC(NC2CCC1)=O (5,6,7,8-tetrahydro-5-oxo-2(1H)-quinolinone), [H-].[Li+] (lithium hydride), CN(C=O)C (dimethylformamide), C(C1=CC=CC=C1)Br (Benzyl bromide). Run in O (Water). Conditions: temperature 25 celsius, time 3 hour. Yields the product 4.5, O=C1C=2C=CC(N(C2CCC1)CC1=CC=CC=C1)=O (5,6,7,8-tetrahydro-5-oxo-1-phenylmethyl-2(1H)-quinolinone). Isolated yield 58.0%. Reaction SMILES: [O:1]=[C:2]1[CH2:11][CH2:10][CH2:9][C:8]2[NH:7][C:6](=[O:12])[CH:5]=[CH:4][C:3]1=2.[H-].[Li+].CN(C)C=O.[CH2:20](Br)[C:21]1[CH:26]=[CH:25][CH:24]=[CH:23][CH:22]=1>O>[O:1]=[C:2]1[CH2:11][CH2:10][CH2:9][C:8]2[N:7]([CH2:20][C:21]3[CH:26]=[CH:25][CH:24]=[CH:23][CH:22]=3)[C:6](=[O:12])[CH:5]=[CH:4][C:3]1=2 |f:1.2|. Procedure: A mixture of 5,6,7,8-tetrahydro-5-oxo-2(1H)-quinolinone (5.0 g), lithium hydride (0.37 g), and dimethylformamide (200 ml) was stirred at 25° C. for 3 hrs. Benzyl bromide (5.5 g) was added and the mixture was stirred for 20 hrs. Water was added, and the mixture was concentrated under reduced pressure. The residue was partitioned between ethyl acetate and water. The layers were separated and combined organic phase was washed with water, brine, dried over anhydrous magnesium sulfate, filtered, and ... The reactants are [Cl-].C(CCCCCCC\C=C/CCCCCCCC)C[NH2+]CC(O)O (oleylmethyldihydroxyethylammonium chloride), NCC(=O)[O-].[K+] (potassium glycinate). The solvent is C(C(C)C)O (isobutyl alcohol). Yields the product NCC(=O)[O-].C(CCCCCCC\C=C/CCCCCCCC)C[NH2+]CC(O)O (oleylmethyldihydroxyethylammonium glycinate). The yield is 193.1%. As a reaction SMILES: [Cl-].[CH2:2]([CH2:20][NH2+:21][CH2:22][CH:23]([OH:25])[OH:24])[CH2:3][CH2:4][CH2:5][CH2:6][CH2:7][CH2:8][CH2:9]/[CH:10]=[CH:11]\[CH2:12][CH2:13][CH2:14][CH2:15][CH2:16][CH2:17][CH2:18][CH3:19].NCC([O-])=O.[K+]>C(O)C(C)C>[NH2:21][CH2:22][C:23]([O-:25])=[O:24].[CH2:2]([CH2:20][NH2+:21][CH2:22][CH:23]([OH:25])[OH:24])[CH2:3][CH2:4][CH2:5][CH2:6][CH2:7][CH2:8][CH2:9]/[CH:10]=[CH:11]\[CH2:12][CH2:13][CH2:14][CH2:15][CH2:16][CH2:17][CH2:18][CH3:19] |f:0.1,2.3,5.6|. Procedure details: A four-necked flask fitted with stirrer and condenser means was charged with 40.5 g of oleylmethyldihydroxyethylammonium chloride, 13 g of potassium glycinate and 200 g of isobutyl alcohol and the reaction was conducted at 40°-50° C. in an atmosphere of nitrogen gas introduced at a low flow rate for 6 hours. The precipitate was then collected by filtration and washed with 30 ml of isobutyl alcohol. The filtrate and the washings were combined and concentrated under reduced pressure. The residue w... Starting materials: C(#N)C=1C=C(C=CC1F)S(=O)(=O)Cl (3-cyano-4-fluorobenzenesulfonyl chloride), N1=NC(=CC=C1)N (pyridazin-3-amine), C1CN2CCN1CC2 (DABCO). Solvent: C(C)#N (acetonitrile). Run at time 18 hour. The product is C(#N)C=1C=C(C=CC1F)S(=O)(=O)NC=1N=NC=CC1 (3-Cyano-4-fluoro-N-(pyridazin-3-yl)benzenesulfonamide). The yield is 30.7%. As a reaction SMILES: [C:1]([C:3]1[CH:4]=[C:5]([S:10](Cl)(=[O:12])=[O:11])[CH:6]=[CH:7][C:8]=1[F:9])#[N:2].[N:14]1[CH:19]=[CH:18][CH:17]=[C:16]([NH2:20])[N:15]=1.C1N2CCN(CC2)C1>C(#N)C>[C:1]([C:3]1[CH:4]=[C:5]([S:10]([NH:20][C:16]2[N:15]=[N:14][CH:19]=[CH:18][CH:17]=2)(=[O:12])=[O:11])[CH:6]=[CH:7][C:8]=1[F:9])#[N:2]. Procedure: To a solution of 3-cyano-4-fluorobenzenesulfonyl chloride (11.55 g, 52.63 mmol) in anhydrous acetonitrile (250 mL) was added pyridazin-3-amine (5 g, 52.63 mmol) followed by DABCO (5.9 g, 52.63 mmol) at 0° C. The reaction was stirred at room temperature for 18 hours, and then filtered. The filtrate was concentrated in vacuo and purified using silica gel column chromatography to afford the title compound (4.5 g, 30%)